This data is from the Open Reaction Database (ORD), a public repository of structured organic reaction records. The task is: describe an organic reaction: reactants, conditions, products, and yield Reactants: ClC=1C=C(CN2C(CNCC2)C2=CC=CC=C2)C=CC1Cl (1-(3',4'-Dichloro benzyl)-2-phenyl piperazine), C(C)N(CC)CCCl (diethylamino ethylchloride), C(C)N(CC)CCCCl (diethylamino propylchloride), Example 2 ( b ), Example 2 ( c ). Yields the product ClC=1C=C(CN2C(CN(CC2)CCCN(CC)CC)C2=CC=CC=C2)C=CC1Cl (1-(3',4'-Dichloro benzyl)-2-phenyl-4-diethylamino propyl piperazine). RXN SMILES: [Cl:1][C:2]1[CH:3]=[C:4]([CH:18]=[CH:19][C:20]=1[Cl:21])[CH2:5][N:6]1[CH2:11][CH2:10][NH:9][CH2:8][CH:7]1[C:12]1[CH:17]=[CH:16][CH:15]=[CH:14][CH:13]=1.C(N(CCCl)CC)C.[CH2:30]([N:32]([CH2:35][CH2:36][CH2:37]Cl)[CH2:33][CH3:34])[CH3:31]>>[Cl:1][C:2]1[CH:3]=[C:4]([CH:18]=[CH:19][C:20]=1[Cl:21])[CH2:5][N:6]1[CH2:11][CH2:10][N:9]([CH2:37][CH2:36][CH2:35][N:32]([CH2:33][CH3:34])[CH2:30][CH3:31])[CH2:8][CH:7]1[C:12]1[CH:17]=[CH:16][CH:15]=[CH:14][CH:13]=1. Procedure: 1-(3',4'-Dichloro benzyl)-2-phenyl piperazine prepared according to Example 2 (b), is alkylated by following the procedure described in Example 2 (c) whereby, in place of the diethylamino ethylchloride, the equimolecular amount of diethylamino propylchloride is used. The resulting reaction product is obtained in the form of a light yellow oil boiling at 210° C./0.04 mm. Hg. The reactants are NC1=C(C=C(C=C1)Br)C(=O)C1=C(C=CC=C1)F ((2-amino-5-bromophenyl)(2-fluorophenyl)methanone), C([O-])(O)=O.[Na+] (sodium bicarbonate), BrCC(=O)Br (2-bromoacetyl bromide). The solvent is C(Cl)(Cl)Cl (CHCl3). Conditions: temperature 0 celsius, time 2 hour. Yields the product BrCC(=O)NC1=C(C=C(C=C1)Br)C(C1=C(C=CC=C1)F)=O (2-Bromo-N-(4-bromo-2-(2-fluorobenzoyl)phenyl)acetamide). Reaction SMILES: [NH2:1][C:2]1[CH:7]=[CH:6][C:5]([Br:8])=[CH:4][C:3]=1[C:9]([C:11]1[CH:16]=[CH:15][CH:14]=[CH:13][C:12]=1[F:17])=[O:10].C(=O)(O)[O-].[Na+].[Br:23][CH2:24][C:25](Br)=[O:26]>C(Cl)(Cl)Cl>[Br:23][CH2:24][C:25]([NH:1][C:2]1[CH:7]=[CH:6][C:5]([Br:8])=[CH:4][C:3]=1[C:9](=[O:10])[C:11]1[CH:16]=[CH:15][CH:14]=[CH:13][C:12]=1[F:17])=[O:26] |f:1.2|. Procedure details: A mixture of (2-amino-5-bromophenyl)(2-fluorophenyl)methanone (15 g, 51.0 mmol) and sodium bicarbonate (12.85 g, 153 mmol) in CHCl3 (150 mL) was cooled in an ice bath to 0° C. A solution of 2-bromoacetyl bromide (4.89 mL, 56.1 mmol) was added drop-wise slowly and washed in with CHCl3 (30 ml). The cooling was removed and the mixture was stirred for 2 hr. Starting materials: C1CCOC1, [Li]CCCC, CCOC(=O)CP(=O)(OCC)OCC, Cc1cc2ccccc2c(Oc2ccc(C=O)c(C(F)(F)F)c2)c1-c1ccccc1. The product is CCOC(=O)C=Cc1ccc(Oc2c(-c3ccccc3)c(C)cc3ccccc23)cc1C(F)(F)F. Reaction SMILES: [CH2:50]1[O:51][CH2:52][CH2:53][CH2:54]1.[CH3:15][CH2:16][CH2:17][CH2:18][Li:19].[CH3:1][CH2:2][O:3][C:4](=[O:5])[CH2:6][P:7]([O:8][CH2:9][CH3:10])([O:11][CH2:12][CH3:13])=[O:14].[CH3:20][c:21]1[c:22](-[c:44]2[cH:45][cH:46][cH:47][cH:48][cH:49]2)[c:23]([O:31][c:32]2[cH:33][c:34]([C:40]([F:41])([F:42])[F:43])[c:35]([CH:36]=[O:37])[cH:38][cH:39]2)[c:24]2[cH:25][cH:26][cH:27][cH:28][c:29]2[cH:30]1>>[CH3:1][CH2:2][O:3][C:4](=[O:5])[CH:6]=[CH:36][c:35]1[c:34]([C:40]([F:41])([F:42])[F:43])[cH:33][c:32]([O:31][c:23]2[c:22](-[c:44]3[cH:45][cH:46][cH:47][cH:48][cH:49]3)[c:21]([CH3:20])[cH:30][c:29]3[c:24]2[cH:25][cH:26][cH:27][cH:28]3)[cH:39][cH:38]1. The reactants are C(C)N(CC)CC1C(C1)C(=O)C1=CC=C(C=C1)N1C=NC=C1 ([2-[(diethylamino)methyl]cyclopropyl][4-(1H-imidazol-1-yl)phenyl]-methanone), [OH-].[K+] (potassium hydroxide), NN (hydrazine). Run in C(COCCO)O (diethylene glycol). Yields the product C(C)N(CC1C(C1)CC1=CC=C(C=C1)N1C=NC=C1)CC (N,N-Diethyl-2-[[4-(1H-imidazol-1-yl)phenyl]methyl]-cyclopropanemethanamine). As a reaction SMILES: [CH2:1]([N:3]([CH2:6][CH:7]1[CH2:9][CH:8]1[C:10]([C:12]1[CH:17]=[CH:16][C:15]([N:18]2[CH:22]=[CH:21][N:20]=[CH:19]2)=[CH:14][CH:13]=1)=O)[CH2:4][CH3:5])[CH3:2].[OH-].[K+].NN>C(O)COCCO>[CH2:4]([N:3]([CH2:1][CH3:2])[CH2:6][CH:7]1[CH2:9][CH:8]1[CH2:10][C:12]1[CH:17]=[CH:16][C:15]([N:18]2[CH:22]=[CH:21][N:20]=[CH:19]2)=[CH:14][CH:13]=1)[CH3:5] |f:1.2|. Reported procedure: In a manner similar to Example 28, react [2-[(diethylamino)methyl]cyclopropyl][4-(1H-imidazol-1-yl)phenyl]-methanone with potassium hydroxide and hydrazine in diethylene glycol to obtain the title compound. Conditions: time 3 hour. Yields the product BrC1=C(CC(C(=O)OCC)(C(=O)OCC)C)C=CC=C1 (diethyl 2-(2-bromobenzyl)-2-methylmalonate). The reactants are [OH-].[Na+] (sodium hydroxide), BrC1=C(CBr)C=CC=C1 (2-bromobenzyl bromide), C(C)C(C(=O)OCC)C(=O)OCC (diethyl ethylmalonate). Reported procedure: In a reaction vessel purged with nitrogen was weighed 14.0 g of sodium hydroxide (349 mmole), and suspended in 200 ml of toluene, to which 100 ml of a toluene solution of diethyl ethylmalonate (60.0 ml, 320 mmole) was added dropwise in an ice bath. After the addition was completed and the mixture was stirred at room temperature for 3 hours, 100 ml of a toluene solution of 2-bromobenzyl bromide (80.0 g, 320 mmole) was added dropwise, and the mixture was stirred overnight. The reaction was termina... Yield: 109.3%. Solvent: C1(=CC=CC=C1)C (toluene), C1(=CC=CC=C1)C (toluene), C1(=CC=CC=C1)C (toluene). RXN SMILES: [OH-].[Na+].[CH2:3]([CH:5]([C:11]([O:13][CH2:14][CH3:15])=[O:12])[C:6]([O:8][CH2:9][CH3:10])=[O:7])C.[Br:16][C:17]1[CH:24]=[CH:23][CH:22]=[CH:21][C:18]=1[CH2:19]Br>C1(C)C=CC=CC=1>[Br:16][C:17]1[CH:24]=[CH:23][CH:22]=[CH:21][C:18]=1[CH2:19][C:5]([CH3:3])([C:6]([O:8][CH2:9][CH3:10])=[O:7])[C:11]([O:13][CH2:14][CH3:15])=[O:12] |f:0.1|.